This data is from the Open Reaction Database (ORD), a public repository of structured organic reaction records. The task is: describe an organic reaction: reactants, conditions, products, and yield The reactants are ClC1=NC2=C(N1[C@H]1[C@H]([C@H](OC(C3=CC=CC=C3)(C3=CC=CC=C3)C3=CC=CC=C3)[C@H](O1)COC(C1=CC=CC=C1)(C1=CC=CC=C1)C1=CC=CC=C1)F)C=C(C(=C2)Cl)Cl (2,5,6-trichloro-1-(3,5-di-O-trityl-2-deoxy-2-fluoro-β-D-arabinofuranosyl)benzimidazole), C(=O)(C(F)(F)F)O (CF3COOH). Run in C(Cl)(Cl)Cl (CHCl3). Yields the product compound 6, ClC1=NC2=C(N1[C@H]1[C@H](O)[C@H]([C@H](O1)CO)F)C=C(C(=C2)Cl)Cl (2,5,6-trichloro-1-(3-deoxy-3-fluoro-β-D-xylofuranosyl)benzimidazole). Reaction SMILES: [Cl:1][C:2]1[N:6]([C@@H:7]2[O:31][C@H:30](COC(C3C=CC=CC=3)(C3C=CC=CC=3)C3C=CC=CC=3)[C@@H:9]([O:10]C(C3C=CC=CC=3)(C3C=CC=CC=3)C3C=CC=CC=3)[C@@H]2F)[C:5]2[CH:54]=[C:55]([Cl:59])[C:56]([Cl:58])=[CH:57][C:4]=2[N:3]=1.[C:60]([OH:66])([C:62](F)(F)[F:63])=O>C(Cl)(Cl)Cl>[Cl:1][C:2]1[N:6]([C@@H:7]2[O:31][C@H:30]([CH2:9][OH:10])[C@H:62]([F:63])[C@H:60]2[OH:66])[C:5]2[CH:54]=[C:55]([Cl:59])[C:56]([Cl:58])=[CH:57][C:4]=2[N:3]=1. Procedure: While the desired 3',5'-di-O-trityl derivative, compound 2, was only obtained in 10% yield from compound 1, the isomeric 2',5'-ditrityl derivative, compound 3, was obtained in a 30% yield. The fluorination of compound 3 using DAST and pyridine in CH2Cl2 gave 2,5,6-trichloro-1-(2,5-di-O-trityl-3-deoxy-3-fluoro-β-D-xylofuranosyl)benzimidazole (compound 5) in a 71% yield. The fluorination of compound 2 using the same conditions gave 2,5,6-trichloro-1-(3,5-di-O-trityl-2-deoxy-2-fluoro-β-D-arabinofur... The reactants are N1CC(C2=CC=CC=C12)C(=O)OCC (ethyl 2,3-dihydro-1H-indol-3-carboxylate), [H-].[Al+3].[Li+].[H-].[H-].[H-] (lithium aluminium hydride), O (water). Solvent: C1CCOC1 (THF). The product is N1CC(C2=CC=CC=C12)CO ((2,3-dihydro-1H-indol-3-yl)-methanol). Reaction SMILES: [NH:1]1[C:9]2[C:4](=[CH:5][CH:6]=[CH:7][CH:8]=2)[CH:3]([C:10](OCC)=[O:11])[CH2:2]1.[H-].[Al+3].[Li+].[H-].[H-].[H-].O>C1COCC1>[NH:1]1[C:9]2[C:4](=[CH:5][CH:6]=[CH:7][CH:8]=2)[CH:3]([CH2:10][OH:11])[CH2:2]1 |f:1.2.3.4.5.6|. Procedure: 0.79 g (3.5 mmol) ethyl 2,3-dihydro-1H-indol-3-carboxylate were added batchwise at RT to 7.8 mL (7.8 mmol) of a 1 M lithium aluminium hydride solution (in THF) in 40 mL THF and refluxed for 1 h. Then the reaction mixture was combined with water while being cooled, the precipitate formed was filtered off and the filtrate was evaporated down. Reactants: C1(=CC=C(C=C1)S(=O)(=O)Cl)C (p-toluenesulfonyl chloride), C(C)(C)(C)OC(C(CO)(CO)CO)=O (t-butyl-tris(hydroxymethyl)acetate), ClCCl (dichloromethane). The solvent is N1=CC=CC=C1 (pyridine). Run at time 15 hour. Yields the product C(C)(C)(C)OC(C(CS(=O)(=O)C1=CC=C(C)C=C1)(CS(=O)(=O)C1=CC=C(C)C=C1)CS(=O)(=O)C1=CC=C(C)C=C1)=O (t-butyl-tris(tosylmethyl)acetate). Reaction SMILES: [C:1]([O:5][C:6](=[O:14])[C:7]([CH2:12]O)([CH2:10]O)[CH2:8]O)([CH3:4])([CH3:3])[CH3:2].[C:15]1([CH3:25])[CH:20]=[CH:19][C:18]([S:21](Cl)(=[O:23])=[O:22])=[CH:17][CH:16]=1.ClCCl>N1C=CC=CC=1>[C:1]([O:5][C:6](=[O:14])[C:7]([CH2:12][S:21]([C:18]1[CH:19]=[CH:20][C:15]([CH3:25])=[CH:16][CH:17]=1)(=[O:23])=[O:22])([CH2:10][S:21]([C:18]1[CH:19]=[CH:20][C:15]([CH3:25])=[CH:16][CH:17]=1)(=[O:23])=[O:22])[CH2:8][S:21]([C:18]1[CH:19]=[CH:20][C:15]([CH3:25])=[CH:16][CH:17]=1)(=[O:23])=[O:22])([CH3:4])([CH3:3])[CH3:2]. Procedure details: A solution of t-butyl-tris(hydroxymethyl)acetate (9.9 g, 0.048 mol) in 50 mL of pyridine is cooled to 0° C. and then portions of p-toluenesulfonyl chloride (30.1 g, 0.158 mol) are added over 1 hr. The mixture is kept at 0° C. for 15 hrs. Then dichloromethane (200 mL) is added and the solution is washed four times with 100 mL of 10% hydrochloric acid, once with 100 mL of saturated sodium bicarbonate and once with 100 mL of saturated sodium chloride. The organic layer is dried over anhydrous sodiu... Starting materials: S(=O)(Cl)Cl (thionyl chloride), NCC(O)C(=O)O ((RS)-isoserine), C(C)O (ethanol). Reaction conditions: time 17 hour. Isolated yield 100.0%. Product: Cl.C(C)OC(C(CN)O)=O ((RS)-isoserine ethyl ester hydrochloride). As a reaction SMILES: S(Cl)([Cl:3])=O.[NH2:5][CH2:6][CH:7]([C:9]([OH:11])=[O:10])[OH:8].[CH2:12](O)[CH3:13]>>[ClH:3].[CH2:12]([O:10][C:9](=[O:11])[CH:7]([OH:8])[CH2:6][NH2:5])[CH3:13] |f:3.4|. Reported procedure: Dry ethanol (40 mL) was cooled on an ice bath and thionyl chloride (4 mL) was added dropwise maintaining the temperature below 5° C. To this cold solution was added (RS)-isoserine (2.5 g, 23.79 mmol) and stirring was continued until a homogeneous solution was obtained. The ice bath was removed and stirring was continued for 17 hours at room temperature. The solution was concentrated in vacuo to afford 4.0 g (100%) of (RS)-isoserine ethyl ester hydrochloride as an oil. The reactants are C(C)(=O)OCC(=O)Cl (acetoxyacetylchloride), NC=1C(=C(C(=C(C(=O)Cl)C1I)I)C(=O)Cl)I (5-Amino-2,4,6-triiodo-isophthaloyl dichloride), ice water. Solvent: CC(=O)N(C)C (DMAc), CC(=O)N(C)C (dimethyl acetamide). Reaction conditions: time 8 hour. The product is ClC(=O)C=1C(=C(C(=C(C1I)C(=O)Cl)I)NC(=O)COC(C)=O)I (Acetic acid (3,5-bis-chlorocarbonyl-2,4,6-triiodo-phenylcarbamoyl)-methyl ester). Reaction SMILES: [NH2:1][C:2]1[C:3]([I:16])=[C:4]([C:13]([Cl:15])=[O:14])[C:5]([I:12])=[C:6]([C:10]=1[I:11])[C:7]([Cl:9])=[O:8].[C:17]([O:20][CH2:21][C:22](Cl)=[O:23])(=[O:19])[CH3:18]>CC(N(C)C)=O>[Cl:9][C:7]([C:6]1[C:10]([I:11])=[C:2]([NH:1][C:22]([CH2:21][O:20][C:17](=[O:19])[CH3:18])=[O:23])[C:3]([I:16])=[C:4]([C:13]([Cl:15])=[O:14])[C:5]=1[I:12])=[O:8]. Procedure: 5-Amino-2,4,6-triiodo-isophthaloyl dichloride was dissolved in dimethyl acetamide (DAMC) and a solution of acetoxyacetylchloride (2 eq) in DMAc was slowly added with efficient stirring. The reaction mixture was stirred overnight and the following day, the mixture was slowly poured into stirred ice water. The precipitate was filtered off and dried to give the desired material. The structure was confirmed by 1H NMR (CDCl3, 300 MHz): 10.43 (brs, 1H); 4.71 (s, 2H); 2.11 (s, 3H)